From a dataset of the Open Reaction Database (ORD), a public repository of structured organic reaction records. describe an organic reaction: reactants, conditions, products, and yield Reactants: BrCCO (2-bromoethanol), O (water), C(C1=CC=CC=C1)OC(=O)N[C@@H]1C(N[C@H]1OC(C)=O)=O ((3S,4S)-3-benzyloxycarbonylamino-4-acetoxy-azetidin-2-one). The reagents and catalysts are O.O.C(C)(=O)[O-].[Zn+2].C(C)(=O)[O-] (zinc acetate dihydrate). Solvent: C1=CC=CC=C1 (benzene), C1(=CC=CC=C1)C (toluene). Yields the product C(C1=CC=CC=C1)OC(=O)N[C@@H]1C(N[C@@H]1OCCBr)=O ((3S,4R)-3-benzyloxycarbonylamino-4-bromoethoxy-azetidin-2-one), solid. Isolated yield 14.0%. RXN SMILES: [CH2:1]([O:8][C:9]([NH:11][C@H:12]1[C@H:15]([O:16][C:17](=O)[CH3:18])[NH:14][C:13]1=[O:20])=[O:10])[C:2]1[CH:7]=[CH:6][CH:5]=[CH:4][CH:3]=1.[Br:21]CCO.O>C1C=CC=CC=1.C1(C)C=CC=CC=1.O.O.C([O-])(=O)C.[Zn+2].C([O-])(=O)C>[CH2:1]([O:8][C:9]([NH:11][C@H:12]1[C@@H:15]([O:16][CH2:17][CH2:18][Br:21])[NH:14][C:13]1=[O:20])=[O:10])[C:2]1[CH:7]=[CH:6][CH:5]=[CH:4][CH:3]=1 |f:5.6.7.8.9|. Procedure: A mixture of (3S,4S)-3-benzyloxycarbonylamino-4-acetoxy-azetidin-2-one (11.76 g, 42.3 mmole) which prepared by the known method (Eur. J. Med. Chem. 1992, 27, 131-140), 2-bromoethanol (3 ml, 42.3 mmole), and zinc acetate dihydrate (9.28 g, 42.3 mmole) in a mixture of benzene (100 ml) and toluene (100 ml) was refluxed for 5 hrs using Dean-Stark water separator. After cooling, the reaction mixture was partitioned between ethyl acetate (800 ml), acetone (100 ml) and water (500 ml). The organic layer... Reactants: Cc1c(Cc2ccccc2)nnc(N2CCNCC2)c1C, O=C=NCc1ccccc1, ClCCl. The product is Cc1c(Cc2ccccc2)nnc(N2CCN(C(=O)NCc3ccccc3)CC2)c1C. As a reaction SMILES: [CH2:1]([c:2]1[cH:3][cH:4][cH:5][cH:6][cH:7]1)[c:8]1[n:9][n:10][c:11]([N:16]2[CH2:17][CH2:18][NH:19][CH2:20][CH2:21]2)[c:12]([CH3:15])[c:13]1[CH3:14].[CH2:22]([c:23]1[cH:24][cH:25][cH:26][cH:27][cH:28]1)[N:29]=[C:30]=[O:31].[Cl:32][CH2:33][Cl:34]>>[CH2:1]([c:2]1[cH:3][cH:4][cH:5][cH:6][cH:7]1)[c:8]1[n:9][n:10][c:11]([N:16]2[CH2:17][CH2:18][N:19]([C:30]([NH:29][CH2:22][c:23]3[cH:24][cH:25][cH:26][cH:27][cH:28]3)=[O:31])[CH2:20][CH2:21]2)[c:12]([CH3:15])[c:13]1[CH3:14]. Starting materials: BrCc1ccccc1, O=C([O-])[O-], CC#N, [K+], [K+], COC(=O)c1cc(C(C)C)c(O)cc1O. The product is COC(=O)c1cc(C(C)C)c(OCc2ccccc2)cc1O. As a reaction SMILES: [Br:22][CH2:23][c:24]1[cH:25][cH:26][cH:27][cH:28][cH:29]1.[C:16](=[O:17])([O-:18])[O-:19].[CH3:30][C:31]#[N:32].[K+:20].[K+:21].[OH:1][c:2]1[c:3]([C:4](=[O:5])[O:6][CH3:7])[cH:8][c:9]([CH:13]([CH3:14])[CH3:15])[c:10]([OH:12])[cH:11]1>>[OH:1][c:2]1[c:3]([C:4](=[O:5])[O:6][CH3:7])[cH:8][c:9]([CH:13]([CH3:14])[CH3:15])[c:10]([O:12][CH2:23][c:24]2[cH:25][cH:26][cH:27][cH:28][cH:29]2)[cH:11]1. The reactants are S(=O)(=O)([O-])C1=CC=C(C)C=C1 (tosylate), N[C@H](C(=O)OC1CCOCC1)C ((S)-tetrahydro-2H-pyran-4-yl 2-aminopropanoate), P(OC1=CC=CC2=CC=CC=C12)(=O)(Cl)Cl (naphthalen-1-yl phosphorodichloridate), TEA, C(Cl)Cl (DCM). The product is ClC1=C(C2=CC=CC=C2C=C1)OP(=O)=N[C@H](C(=O)OC1CCOCC1)C ((2S)-tetrahydro-2H-pyran-4-yl 2-(chloro(naphthalen-1-yloxy)phosphorylamino)propanoate). The yield is 70.0%. RXN SMILES: S(C1C=CC(C)=CC=1)([O-])(=O)=O.[NH2:12][C@@H:13]([CH3:23])[C:14]([O:16][CH:17]1[CH2:22][CH2:21][O:20][CH2:19][CH2:18]1)=[O:15].[P:24](Cl)(Cl)(=[O:36])[O:25][C:26]1[C:35]2[C:30](=[CH:31][CH:32]=[CH:33][CH:34]=2)[CH:29]=[CH:28][CH:27]=1.C(Cl)[Cl:40]>>[Cl:40][C:27]1[CH:28]=[CH:29][C:30]2[C:35](=[CH:34][CH:33]=[CH:32][CH:31]=2)[C:26]=1[O:25][P:24](=[N:12][C@@H:13]([CH3:23])[C:14]([O:16][CH:17]1[CH2:18][CH2:19][O:20][CH2:21][CH2:22]1)=[O:15])=[O:36]. Procedure: Using the general procedure for synthesizing naphthyl (amino acid ester) phosphorochloridates the tosylate salt of (S)-tetrahydro-2H-pyran-4-yl 2-aminopropanoate (1.00 g, 2.90 mmol), naphthalen-1-yl phosphorodichloridate (0.76 g, 2.90 mmol) and TEA (0.80 mL, 5.79 mmol) in 30 mL of dry DCM, were combined to give (2S)-tetrahydro-2H-pyran-4-yl 2-(chloro(naphthalen-1-yloxy)phosphorylamino)propanoate in 70% yield (0.84 g), as a clear, yellow, thick oil. Starting materials: C1CCC2=NCCCN2CC1, COCCOC, Cl, Cl, CS(=O)c1nc(N)nc(-n2cccn2)c1C#N, NCc1cc2ccccc2cn1. As a reaction SMILES: [CH2:32]1[CH2:33][CH2:34][C:35]2=[N:40][CH2:39][CH2:38][CH2:37][N:36]2[CH2:41][CH2:42]1.[CH3:43][O:44][CH2:45][CH2:46][O:47][CH3:48].[ClH:18].[ClH:19].[NH2:1][c:2]1[n:3][c:4](-[n:13]2[n:14][cH:15][cH:16][cH:17]2)[c:5]([C:11]#[N:12])[c:6]([S:8]([CH3:9])=[O:10])[n:7]1.[cH:20]1[n:21][c:22]([CH2:30][NH2:31])[cH:23][c:24]2[cH:25][cH:26][cH:27][cH:28][c:29]12>>[NH2:1][c:2]1[n:3][c:4](-[n:13]2[n:14][cH:15][cH:16][cH:17]2)[c:5]([C:11]#[N:12])[c:6]([NH:31][CH2:30][c:22]2[n:21][cH:20][c:29]3[c:24]([cH:23]2)[cH:25][cH:26][cH:27][cH:28]3)[n:7]1. Yields the product N#Cc1c(NCc2cc3ccccc3cn2)nc(N)nc1-n1cccn1. Reactants: C1CCOC1, COC1CN(CC(=O)Nc2nc3c(s2)CCCN3)CC1NC(=O)c1ccc(Cl)s1, Cl, Cl, CC(C)I. The product is COC1CN(CC(=O)Nc2nc3c(s2)CCC(C(C)C)N3)CC1NC(=O)c1ccc(Cl)s1. RXN SMILES: [CH2:36]1[O:37][CH2:38][CH2:39][CH2:40]1.[CH3:3][O:4][CH:5]1[CH:6]([NH:23][C:24](=[O:25])[c:26]2[s:27][c:28]([Cl:31])[cH:29][cH:30]2)[CH2:7][N:8]([CH2:10][C:11]([NH:12][c:13]2[s:14][c:15]3[c:20]([n:21]2)[NH:19][CH2:18][CH2:17][CH2:16]3)=[O:22])[CH2:9]1.[ClH:1].[ClH:2].[I:32][CH:33]([CH3:34])[CH3:35]>>[CH3:3][O:4][CH:5]1[CH:6]([NH:23][C:24](=[O:25])[c:26]2[s:27][c:28]([Cl:31])[cH:29][cH:30]2)[CH2:7][N:8]([CH2:10][C:11]([NH:12][c:13]2[s:14][c:15]3[c:20]([n:21]2)[NH:19][CH:18]([CH:33]([CH3:34])[CH3:35])[CH2:17][CH2:16]3)=[O:22])[CH2:9]1.